This data is from the Open Reaction Database (ORD), a public repository of structured organic reaction records. The task is: describe an organic reaction: reactants, conditions, products, and yield Starting materials: FC1=CC=C(C=C1)OC(N(C)[C@@H]1CN(C[C@H]1C1=CC(=C(C=C1)Cl)Cl)C(=O)C1CCNCC1)=O ([(3S,4R)-4-(3,4-Dichloro-phenyl)-1-(piperidine-4-carbonyl)-pyrrolidin-3-yl]-methyl-carbamic acid 4-fluoro-phenyl ester), BrC1=NC=C(C=C1)C(F)(F)F (2-bromo-5-(trifluoromethyl)pyridine), CCN(C(C)C)C(C)C (DIPEA). Solvent: C(C)#N (acetonitrile). Reaction conditions: temperature 80 celsius. The product is FC1=CC=C(C=C1)OC(N(C)[C@@H]1CN(C[C@H]1C1=CC(=C(C=C1)Cl)Cl)C(=O)C1CCN(CC1)C1=NC=C(C=C1)C(F)(F)F)=O ([(3S,4R)-4-(3,4-Dichloro-phenyl)-1-(5′-trifluoromethyl-3,4,5,6-tetrahydro-2H-[1,2′]bipyridinyl-4-carbonyl)-pyrrolidin-3-yl]-methyl-carbamic acid 4-fluoro-phenyl ester). RXN SMILES: [F:1][C:2]1[CH:7]=[CH:6][C:5]([O:8][C:9](=[O:33])[N:10]([C@H:12]2[C@H:16]([C:17]3[CH:22]=[CH:21][C:20]([Cl:23])=[C:19]([Cl:24])[CH:18]=3)[CH2:15][N:14]([C:25]([CH:27]3[CH2:32][CH2:31][NH:30][CH2:29][CH2:28]3)=[O:26])[CH2:13]2)[CH3:11])=[CH:4][CH:3]=1.Br[C:35]1[CH:40]=[CH:39][C:38]([C:41]([F:44])([F:43])[F:42])=[CH:37][N:36]=1.CCN(C(C)C)C(C)C>C(#N)C>[F:1][C:2]1[CH:7]=[CH:6][C:5]([O:8][C:9](=[O:33])[N:10]([C@H:12]2[C@H:16]([C:17]3[CH:22]=[CH:21][C:20]([Cl:23])=[C:19]([Cl:24])[CH:18]=3)[CH2:15][N:14]([C:25]([CH:27]3[CH2:32][CH2:31][N:30]([C:35]4[CH:40]=[CH:39][C:38]([C:41]([F:44])([F:43])[F:42])=[CH:37][N:36]=4)[CH2:29][CH2:28]3)=[O:26])[CH2:13]2)[CH3:11])=[CH:4][CH:3]=1. Reported procedure: A mixture of 100 mg (0.2 mmol) [(3S,4R)-4-(3,4-Dichloro-phenyl)-1-(piperidine-4-carbonyl)-pyrrolidin-3-yl]-methyl-carbamic acid 4-fluoro-phenyl ester (example 265, c), 68 mg (0.3 mmol) 2-bromo-5-(trifluoromethyl)pyridine and 131 mg (1 mmol) DIPEA in 8 mL acetonitrile was heated to 80° C. for 18 h. The mixture was evaporated and the residue subjected to column chromatography on silica eluting with a gradient formed from ethyl acetate and heptane to yield after evaporation of the product containin...